This data is from the Open Reaction Database (ORD), a public repository of structured organic reaction records. The task is: describe an organic reaction: reactants, conditions, products, and yield The reactants are [Br-], CCCc1c(Cc2ccc(-c3ccccc3C#N)cc2F)c(=O)n(C2CC(C(=O)OCC)C2)c2ncnn12, C[Mg+], CCO, Cl, [Na+], C1CCOC1, [OH-]. Yields the product CCCc1c(Cc2ccc(-c3ccccc3C#N)cc2F)c(=O)n(C2CC(C(C)=O)C2)c2ncnn12. As a reaction SMILES: [Br-:42].[C:1](#[N:2])[c:3]1[c:4](-[c:9]2[cH:10][c:11]([F:38])[c:12]([CH2:15][c:16]3[c:17](=[O:37])[n:18]([CH:28]4[CH2:29][CH:30]([C:32]([O:34][CH2:33][CH3:35])=[O:36])[CH2:31]4)[c:19]4[n:20]([c:21]3[CH2:22][CH2:23][CH3:24])[n:25][cH:26][n:27]4)[cH:13][cH:14]2)[cH:5][cH:6][cH:7][cH:8]1.[CH3:43][Mg+:44].[CH3:50][CH2:51][OH:52].[ClH:41].[Na+:40].[O:45]1[CH2:46][CH2:47][CH2:48][CH2:49]1.[OH-:39]>>[C:1](#[N:2])[c:3]1[c:4](-[c:9]2[cH:10][c:11]([F:38])[c:12]([CH2:15][c:16]3[c:17](=[O:37])[n:18]([CH:28]4[CH2:29][CH:30]([C:32](=[O:34])[CH3:43])[CH2:31]4)[c:19]4[n:20]([c:21]3[CH2:22][CH2:23][CH3:24])[n:25][cH:26][n:27]4)[cH:13][cH:14]2)[cH:5][cH:6][cH:7][cH:8]1.